From a dataset of the Open Reaction Database (ORD), a public repository of structured organic reaction records. describe an organic reaction: reactants, conditions, products, and yield The reactants are FC1=CC=C(C=C1)CC1=CN=C2C(=C(C(N(C2=C1)CC(N1CCCCC1)=O)=O)C(=O)OCC)O (ethyl 7-[(4-fluorophenyl)methyl]-4-hydroxy-2-oxo-1-[2-oxo-2-(1-piperidinyl)ethyl]-1,2-dihydro-1,5-naphthyridine-3-carboxylate), C(C)OCCN (2-ethoxyethylamine). Yields the product C(C)OCCNC(=O)C=1C(N(C2=CC(=CN=C2C1O)CC1=CC=C(C=C1)F)CC(N1CCCCC1)=O)=O (N-[2-(ethyloxy)ethyl]-7-[(4-fluorophenyl)methyl]-4-hydroxy-2-oxo-1-[2-oxo-2-(1-piperidinyl)ethyl]-1,2-dihydro-1,5-naphthyridine-3-carboxamide). As a reaction SMILES: [F:1][C:2]1[CH:7]=[CH:6][C:5]([CH2:8][C:9]2[CH:18]=[C:17]3[C:12]([C:13]([OH:34])=[C:14]([C:29](OCC)=[O:30])[C:15](=[O:28])[N:16]3[CH2:19][C:20](=[O:27])[N:21]3[CH2:26][CH2:25][CH2:24][CH2:23][CH2:22]3)=[N:11][CH:10]=2)=[CH:4][CH:3]=1.[CH2:35]([O:37][CH2:38][CH2:39][NH2:40])[CH3:36]>>[CH2:35]([O:37][CH2:38][CH2:39][NH:40][C:29]([C:14]1[C:15](=[O:28])[N:16]([CH2:19][C:20](=[O:27])[N:21]2[CH2:22][CH2:23][CH2:24][CH2:25][CH2:26]2)[C:17]2[C:12]([C:13]=1[OH:34])=[N:11][CH:10]=[C:9]([CH2:8][C:5]1[CH:4]=[CH:3][C:2]([F:1])=[CH:7][CH:6]=1)[CH:18]=2)=[O:30])[CH3:36]. Procedure details: This compound was prepared from ethyl 7-[(4-fluorophenyl)methyl]-4-hydroxy-2-oxo-1-[2-oxo-2-(1-piperidinyl)ethyl]-1,2-dihydro-1,5-naphthyridine-3-carboxylate and 2-ethoxyethylamine employing methods similar to those those described in Example 9 and was purified by reverse phase preparative HPLC (C-18 stationary phase; 10-100% CH3CN/water/0.1% formic acid mobile phase). The product was obtained as a white solid: 1H NMR (CDCl3) δ 14.4 (1H, br), 10.18 (1H, m), 8.55 (1H, s), 7.15 (2H, dd, J=8.4, 5.5...